Dataset: the Open Reaction Database (ORD), a public repository of structured organic reaction records. Task: describe an organic reaction: reactants, conditions, products, and yield The product is C(C1=CC=CC=C1)N1C(NC(=C(C1=O)C)SCC1=CC=C(C=C1)C1=CC=CC=C1)=O (3-benzyl-6-(biphenyl-4-ylmethylsulfanyl)-5-methyl-1H-pyrimidine-2,4-dione). Procedure details: The product of Example 2, Step (C) was treated with 4-phenylbenzyl bromide as in Example 2, Step (D) to give 3-benzyl-6-(biphenyl-4-ylmethylsulfanyl)-5-methyl-1H-pyrimidine-2,4-dione. MS (APCI), m/z ([M+H]+) 415. Reaction SMILES: [CH2:1]([N:8]1[C:13](=[O:14])[C:12]([CH3:15])=[C:11]([SH:16])[NH:10][C:9]1=[O:17])[C:2]1[CH:7]=[CH:6][CH:5]=[CH:4][CH:3]=1.[C:18]1([C:24]2[CH:31]=[CH:30][C:27]([CH2:28]Br)=[CH:26][CH:25]=2)[CH:23]=[CH:22][CH:21]=[CH:20][CH:19]=1>>[CH2:1]([N:8]1[C:13](=[O:14])[C:12]([CH3:15])=[C:11]([S:16][CH2:28][C:27]2[CH:30]=[CH:31][C:24]([C:18]3[CH:19]=[CH:20][CH:21]=[CH:22][CH:23]=3)=[CH:25][CH:26]=2)[NH:10][C:9]1=[O:17])[C:2]1[CH:7]=[CH:6][CH:5]=[CH:4][CH:3]=1. Reactants: C(C1=CC=CC=C1)N1C(NC(=C(C1=O)C)S)=O (3-Benzyl-6-mercapto-5-methyl-1H-pyrimidine-2,4-dione), C1(=CC=CC=C1)C1=CC=C(CBr)C=C1 (4-phenylbenzyl bromide). The reactants are COC=1C=C(C=CC1OCC=1N=C(OC1C)C1=CC=CC=C1)/C=C/C=C/CO ((E,E)-5-[3-methoxy-4-(5-methyl-2-phenyl-4-oxazolylmethoxy)phenyl]-2,4-pentadien-1-ol). The reagents and catalysts are [O-2].[O-2].[Mn+4] (manganese dioxide). The product is COC=1C=C(C=CC1OCC=1N=C(OC1C)C1=CC=CC=C1)/C=C/C=C/C=O ((E,E)-5-[3-methoxy-4-(5-methyl-2-phenyl-4-oxazolylmethoxy)phenyl]-2,4-pentadien-1-al). As a reaction SMILES: [CH3:1][O:2][C:3]1[CH:4]=[C:5](/[CH:23]=[CH:24]/[CH:25]=[CH:26]/[CH2:27][OH:28])[CH:6]=[CH:7][C:8]=1[O:9][CH2:10][C:11]1[N:12]=[C:13]([C:17]2[CH:22]=[CH:21][CH:20]=[CH:19][CH:18]=2)[O:14][C:15]=1[CH3:16]>[O-2].[O-2].[Mn+4]>[CH3:1][O:2][C:3]1[CH:4]=[C:5](/[CH:23]=[CH:24]/[CH:25]=[CH:26]/[CH:27]=[O:28])[CH:6]=[CH:7][C:8]=1[O:9][CH2:10][C:11]1[N:12]=[C:13]([C:17]2[CH:22]=[CH:21][CH:20]=[CH:19][CH:18]=2)[O:14][C:15]=1[CH3:16] |f:1.2.3|. Procedure details: In substantially the same manner as in Reference Example 35, (E,E)-5-[3-methoxy-4-(5-methyl-2-phenyl-4-oxazolylmethoxy)phenyl]-2,4-pentadien-1-ol was subjected to oxidation with activated manganese dioxide to yield (E,E)-5-[3-methoxy-4-(5-methyl-2-phenyl-4-oxazolylmethoxy)phenyl]-2,4-pentadien-1-al, which was recrystallized from ethyl acetate to give colorless needles, m.p.133-134° C. Reactants: O=C([O-])O, [Cl-], Nc1cccc(O)c1, [Na+], CN1C[NH+](C)C(=O)N(C)C1=O, O. Yields the product CN1C(=O)N(C)C(c2ccc(N)cc2O)N(C)C1=O. As a reaction SMILES: [C:21](=[O:22])([OH:23])[O-:24].[Cl-:9].[NH2:1][c:2]1[cH:3][c:4]([OH:8])[cH:5][cH:6][cH:7]1.[Na+:25].[O:10]=[C:11]1[NH+:12]([CH3:20])[CH2:13][N:14]([CH3:19])[C:15](=[O:18])[N:16]1[CH3:17].[OH2:26]>>[NH2:1][c:2]1[cH:3][c:4]([OH:8])[c:5]([CH:13]2[N:12]([CH3:20])[C:11](=[O:10])[N:16]([CH3:17])[C:15](=[O:18])[N:14]2[CH3:19])[cH:6][cH:7]1. The reactants are C(C)(C)(C)OC(NCC=1N(C(C2=CC=C(C=C2C1C1=CC=CC=C1)OCC(=O)N)=O)CC(C)C)=O (tert-butyl[6-(2-amino-2-oxoethoxy)-2-isobutyl-1-oxo-4-phenyl-1,2-dihydro-3-isoquinolinyl]methylcarbamate), Cl (hydrogen chloride). Run in C(C)(=O)OCC (ethyl acetate), C(C)(=O)OCC (ethyl acetate). Reaction conditions: time 2 hour. Product: Cl.NCC=1N(C(C2=CC=C(C=C2C1C1=CC=CC=C1)OCC(=O)N)=O)CC(C)C (2-[[3-(aminomethyl)-2-isobutyl-1-oxo-4-phenyl-1,2-dihydro-6-isoquinolinyl]oxy]acetamide hydrochloride). Yield: 95.0%. As a reaction SMILES: C(OC(=O)[NH:7][CH2:8][C:9]1[N:10]([CH2:31][CH:32]([CH3:34])[CH3:33])[C:11](=[O:30])[C:12]2[C:17]([C:18]=1[C:19]1[CH:24]=[CH:23][CH:22]=[CH:21][CH:20]=1)=[CH:16][C:15]([O:25][CH2:26][C:27]([NH2:29])=[O:28])=[CH:14][CH:13]=2)(C)(C)C.[ClH:36]>C(OCC)(=O)C>[ClH:36].[NH2:7][CH2:8][C:9]1[N:10]([CH2:31][CH:32]([CH3:34])[CH3:33])[C:11](=[O:30])[C:12]2[C:17]([C:18]=1[C:19]1[CH:24]=[CH:23][CH:22]=[CH:21][CH:20]=1)=[CH:16][C:15]([O:25][CH2:26][C:27]([NH2:29])=[O:28])=[CH:14][CH:13]=2 |f:3.4|. Reported procedure: To a solution of tert-butyl[6-(2-amino-2-oxoethoxy)-2-isobutyl-1-oxo-4-phenyl-1,2-dihydro-3-isoquinolinyl]methylcarbamate (0.24 g, 0.5 mmol) in ethyl acetate (5 mL) was added a solution of 4N hydrogen chloride in ethyl acetate (5 mL) and the obtained solution was stirred at room temperature for 2 h. The reaction mixture was concentrated under reduced pressure, and the precipitated crystals were recrystallized from methanol-diethyl ether to give 2-[[3-(aminomethyl)-2-isobutyl-1-oxo-4-phenyl-1,2-d... The reactants are CCOC(=O)c1cn(CC)c2cc(Cl)c(F)cc2c1=O, CN1CCNCC1. The product is CCOC(=O)c1cn(CC)c2cc(N3CCN(C)CC3)c(F)cc2c1=O. Reaction SMILES: [CH2:8]([CH3:9])[O:10][C:11](=[O:12])[c:13]1[cH:14][n:15]([CH2:26][CH3:27])[c:16]2[cH:17][c:18]([Cl:25])[c:19]([F:24])[cH:20][c:21]2[c:22]1=[O:23].[CH3:1][N:2]1[CH2:3][CH2:4][NH:5][CH2:6][CH2:7]1>>[CH3:1][N:2]1[CH2:3][CH2:4][N:5]([c:18]2[cH:17][c:16]3[n:15]([CH2:26][CH3:27])[cH:14][c:13]([C:11]([O:10][CH2:8][CH3:9])=[O:12])[c:22](=[O:23])[c:21]3[cH:20][c:19]2[F:24])[CH2:6][CH2:7]1. The reactants are O=C([O-])[O-], Cc1ccccc1, CCOC(C)=O, CO, CC(C)c1cc(C(C)C)c(-c2ccccc2P(C2CCCCC2)C2CCCCC2)c(C(C)C)c1, [Cs+], [Cs+], Fc1ccccc1Cc1n[nH]c2cccnc12, Nc1nc(N)nc(Cl)n1. Product: Nc1nc(N)nc(-n2nc(Cc3ccccc3F)c3ncccc32)n1. As a reaction SMILES: [C:61](=[O:62])([O-:63])[O-:64].[CH3:67][c:68]1[cH:69][cH:70][cH:71][cH:72][cH:73]1.[CH3:74][CH2:75][O:76][C:77](=[O:78])[CH3:79].[CH3:80][OH:81].[CH:27]1([P:28]([CH:29]2[CH2:30][CH2:31][CH2:32][CH2:33][CH2:34]2)[c:35]2[cH:36][cH:37][cH:38][cH:39][c:40]2-[c:41]2[c:42]([CH:43]([CH3:44])[CH3:45])[cH:46][c:47]([CH:48]([CH3:49])[CH3:50])[cH:51][c:52]2[CH:53]([CH3:54])[CH3:55])[CH2:56][CH2:57][CH2:58][CH2:59][CH2:60]1.[Cs+:65].[Cs+:66].[F:1][c:2]1[c:3]([CH2:4][c:5]2[n:6][nH:7][c:8]3[c:9]2[n:10][cH:11][cH:12][cH:13]3)[cH:14][cH:15][cH:16][cH:17]1.[NH2:18][c:19]1[n:20][c:21]([NH2:22])[n:23][c:24]([Cl:25])[n:26]1>>[F:1][c:2]1[c:3]([CH2:4][c:5]2[n:6][n:7](-[c:24]3[n:23][c:21]([NH2:22])[n:20][c:19]([NH2:18])[n:26]3)[c:8]3[c:9]2[n:10][cH:11][cH:12][cH:13]3)[cH:14][cH:15][cH:16][cH:17]1.